From a dataset of the Open Reaction Database (ORD), a public repository of structured organic reaction records. describe an organic reaction: reactants, conditions, products, and yield Reactants: NC1=NOC(=C1)C(C#C)(C)C (3-amino-5-(1,1-dimethyl-2-propyn-1-yl)-1,2-oxazole), CN=C=O (methyl isocyanate). The solvent is O1CCCC1 (tetrahydrofuran). The product is CNC(=O)NC1=NOC(=C1)C(C#C)(C)C (1-methyl-3-(5-(1,1-dimethyl-2-propyn-1-yl)-1,2-oxazol-3-yl)urea). Reaction SMILES: [NH2:1][C:2]1[CH:6]=[C:5]([C:7]([CH3:11])([CH3:10])[C:8]#[CH:9])[O:4][N:3]=1.[CH3:12][N:13]=[C:14]=[O:15]>O1CCCC1>[CH3:12][NH:13][C:14]([NH:1][C:2]1[CH:6]=[C:5]([C:7]([CH3:11])([CH3:10])[C:8]#[CH:9])[O:4][N:3]=1)=[O:15]. Procedure details: A solution of 7.5 g of 3C and 5 ml of methyl isocyanate in 50 ml of tetrahydrofuran was heated at 50°-60° C. for two days. The solvent was evaporated under reduced pressure and the residue was chromatographed over silica gel, using as eluent a 1:4:20 v:v:v mixture of tetrahydrofuran, ethyl acetate and hexane, to give 1-methyl-3-(5-(1,1-dimethyl-2-propyn-1-yl)-1,2-oxazol-3-yl)urea (3D), as a white crystalline solid, m.p.: 99°-100° C. Starting materials: ClC1=CC2=C(SC3=C(C(C2)Cl)C=CC(=C3)C)C=C1 (2,10-dichloro-10,11-dihydro-7-methyl-dibenzo[b,f]thiepin), N1(CCNCC1)CCN1C(OCC1)=O (3-[2-(1-piperazinyl)-ethyl]-2-oxazolidinone). Run in C(Cl)(Cl)Cl (chloroform). The product is ClC1=CC2=C(SC3=C(C(C2)N2CCN(CC2)CCN2C(OCC2)=O)C=CC(=C3)C)C=C1 (3-{2-[4-(2-chloro-10,11-dihydro-7-methyl-dibenzo[b,f]thiepin-10-yl)-1-piperazinyl]-ethyl}-2-oxazolidinone). RXN SMILES: [Cl:1][C:2]1[CH:18]=[CH:17][C:5]2[S:6][C:7]3[CH:15]=[C:14]([CH3:16])[CH:13]=[CH:12][C:8]=3[CH:9](Cl)[CH2:10][C:4]=2[CH:3]=1.[N:19]1([CH2:25][CH2:26][N:27]2[CH2:31][CH2:30][O:29][C:28]2=[O:32])[CH2:24][CH2:23][NH:22][CH2:21][CH2:20]1>C(Cl)(Cl)Cl>[Cl:1][C:2]1[CH:18]=[CH:17][C:5]2[S:6][C:7]3[CH:15]=[C:14]([CH3:16])[CH:13]=[CH:12][C:8]=3[CH:9]([N:22]3[CH2:23][CH2:24][N:19]([CH2:25][CH2:26][N:27]4[CH2:31][CH2:30][O:29][C:28]4=[O:32])[CH2:20][CH2:21]3)[CH2:10][C:4]=2[CH:3]=1. Reported procedure: 20 G. of 2,10-dichloro-10,11-dihydro-7-methyl-dibenzo[b,f]thiepin are stirred with 41 g. of 3-[2-(1-piperazinyl)-ethyl]-2-oxazolidinone and 400 ml. of chloroform at the boiling temperature for 20 hours. The solution is cooled and washed successively with 2N sodium hydroxide and with water. The organic phase is decanted and extracted with dilute methanesulfonic acid. The acid solution is made alkaline with sodium hydroxide and the oil which separates out is shaken out with ether. The ether soluti... Reactants: CSC, CC=Cc1cccc2c(=O)cc(C)oc12, ClCCl, O=[O+][O-]. Product: Cc1cc(=O)c2cccc(C=O)c2o1. Reaction SMILES: [CH3:19][S:20][CH3:21].[CH3:1][c:2]1[o:3][c:4]2[c:5]([CH:13]=[CH:14][CH3:15])[cH:6][cH:7][cH:8][c:9]2[c:10](=[O:12])[cH:11]1.[Cl:22][CH2:23][Cl:24].[O-:16][O+:17]=[O:18]>>[CH3:1][c:2]1[o:3][c:4]2[c:5]([CH:13]=[O:16])[cH:6][cH:7][cH:8][c:9]2[c:10](=[O:12])[cH:11]1.